Task: describe an organic reaction: reactants, conditions, products, and yield. Dataset: the Open Reaction Database (ORD), a public repository of structured organic reaction records The reactants are [N+](=O)([O-])C1=C2CCC(C2=CC=C1)N1C(C(=CC=C1)C(=O)NC1=CC=NC=C1)=O (1-(4-nitro-2,3-dihydro-1H-inden-1-yl)-2-oxo-N-(pyridin-4-yl)-1,2-dihydropyridine-3-carboxamide), Cl[Sn]Cl (SnCl2). Solvent: CCO (EtOH). Reaction conditions: temperature 70 celsius, time 8 hour. The product is NC1=C2CCC(C2=CC=C1)N1C(C(=CC=C1)C(=O)NC1=CC=NC=C1)=O (1-(4-amino-2,3-dihydro-1H-inden-1-yl)-2-oxo-N-(pyridin-4-yl)-1,2-dihydropyridine-3-carboxamide). Isolated yield 93.1%. RXN SMILES: [N+:1]([C:4]1[CH:12]=[CH:11][CH:10]=[C:9]2[C:5]=1[CH2:6][CH2:7][CH:8]2[N:13]1[CH:18]=[CH:17][CH:16]=[C:15]([C:19]([NH:21][C:22]2[CH:27]=[CH:26][N:25]=[CH:24][CH:23]=2)=[O:20])[C:14]1=[O:28])([O-])=O.Cl[Sn]Cl>CCO>[NH2:1][C:4]1[CH:12]=[CH:11][CH:10]=[C:9]2[C:5]=1[CH2:6][CH2:7][CH:8]2[N:13]1[CH:18]=[CH:17][CH:16]=[C:15]([C:19]([NH:21][C:22]2[CH:27]=[CH:26][N:25]=[CH:24][CH:23]=2)=[O:20])[C:14]1=[O:28]. Reported procedure: To a mixture of 1-(4-nitro-2,3-dihydro-1H-inden-1-yl)-2-oxo-N-(pyridin-4-yl)-1,2-dihydropyridine-3-carboxamide (3.5 g, 1.0 eq) in EtOH (125 mL) was added SnCl2*2H2O (5.0 eq) in portions, the mixture was stirred at 70° C. overnight. At the end of reaction, the mixture was concentrated and ethyl acetate was added. The organic layer was washed with NaHCO3 aqueous for three times. The combined organic layer was washed with brine and dried over MgSO4, filtered and evaporated to give the crude product...